describe an organic reaction: reactants, conditions, products, and yield From a dataset of the Open Reaction Database (ORD), a public repository of structured organic reaction records. Starting materials: NCCOc1cccc2ncnc(Nc3ccc(OCc4ccccn4)c(Cl)c3)c12, O=C1OCCC1O, Cc1ccccc1C. The product is O=C(NCCOc1cccc2ncnc(Nc3ccc(OCc4ccccn4)c(Cl)c3)c12)C(O)CCO. Reaction SMILES: [NH2:1][CH2:2][CH2:3][O:4][c:5]1[c:6]2[c:7]([NH:15][c:16]3[cH:17][c:18]([Cl:30])[c:19]([O:22][CH2:23][c:24]4[n:25][cH:26][cH:27][cH:28][cH:29]4)[cH:20][cH:21]3)[n:8][cH:9][n:10][c:11]2[cH:12][cH:13][cH:14]1.[OH:31][CH:32]1[C:33](=[O:34])[O:35][CH2:36][CH2:37]1.[c:38]1([CH3:39])[c:40]([CH3:41])[cH:42][cH:43][cH:44][cH:45]1>>[NH:1]([CH2:2][CH2:3][O:4][c:5]1[c:6]2[c:7]([NH:15][c:16]3[cH:17][c:18]([Cl:30])[c:19]([O:22][CH2:23][c:24]4[n:25][cH:26][cH:27][cH:28][cH:29]4)[cH:20][cH:21]3)[n:8][cH:9][n:10][c:11]2[cH:12][cH:13][cH:14]1)[C:33]([CH:32]([OH:31])[CH2:37][CH2:36][OH:35])=[O:34]. Reactants: BrCCOC=1C=C(C=CC1)C1=NOC2=C1SC=C2 (3-[3-(2-bromo-ethoxy)-phenyl]-thieno[2,3-d]isoxazole), C([O-])([O-])=O.[K+].[K+] (potassium carbonate), FC(C1=C(CN)C=CC=C1)(F)F (2-(trifluoromethyl)benzylamine). Solvent: C(C)#N (acetonitrile). Run at time 8 hour. Yields the product O1N=C(C2=C1C=CS2)C=2C=C(OCCNCC1=C(C=CC=C1)C(F)(F)F)C=CC2 ([2-(3-thieno[2,3-d]isoxazol-3-yl-phenoxy)-ethyl]-(2-trifluoromethylbenzyl)-amine). Isolated yield 96.4%. As a reaction SMILES: Br[CH2:2][CH2:3][O:4][C:5]1[CH:6]=[C:7]([C:11]2[C:15]3[S:16][CH:17]=[CH:18][C:14]=3[O:13][N:12]=2)[CH:8]=[CH:9][CH:10]=1.C(=O)([O-])[O-].[K+].[K+].[F:25][C:26]([F:36])([F:35])[C:27]1[CH:34]=[CH:33][CH:32]=[CH:31][C:28]=1[CH2:29][NH2:30]>C(#N)C>[O:13]1[C:14]2[CH:18]=[CH:17][S:16][C:15]=2[C:11]([C:7]2[CH:6]=[C:5]([CH:10]=[CH:9][CH:8]=2)[O:4][CH2:3][CH2:2][NH:30][CH2:29][C:28]2[CH:31]=[CH:32][CH:33]=[CH:34][C:27]=2[C:26]([F:25])([F:35])[F:36])=[N:12]1 |f:1.2.3|. Reported procedure: The title compound is prepared from 3-[3-(2-bromo-ethoxy)-phenyl]-thieno[2,3-d]isoxazole (0.250 g, 0.771 mmol), potassium carbonate (0.205 g, 1.48 mmol), 2-(trifluoromethyl)benzylamine (0.676 mg, 3.86 mmol) and acetonitrile (4 mL) essentially as described above in example 18 except that the reaction is run overnight and the compound is purified by column using a solvent gradient of 5% ethyl acetate in dichloromethane to 10% methanol in ethyl acetate to give the title compound (0.311 g, 96% Yield... Reactants: ClC=1C=NC(=C(C(=O)O)C1)CC1=CC(=CC=C1)OC (5-Chloro-2-(3-methoxybenzyl)nicotinic acid), Cl.N[C@@H](C)C1=CC=C(C(=O)OC)C=C1 (Methyl 4-[(1S)-1-aminoethyl]benzoate hydrochloride). Product: ClC=1C=C(C(=NC1)CC1=CC(=CC=C1)OC)C(=O)N[C@@H](C)C1=CC=C(C(=O)OC)C=C1 (Methyl 4-[(1S)-1-({[5-chloro-2-(3-methoxybenzyl)pyridin-3-yl]carbonyl}amino)ethyl]benzoate). RXN SMILES: [Cl:1][C:2]1[CH:3]=[N:4][C:5]([CH2:11][C:12]2[CH:17]=[CH:16][CH:15]=[C:14]([O:18][CH3:19])[CH:13]=2)=[C:6]([CH:10]=1)[C:7]([OH:9])=O.Cl.[NH2:21][C@H:22]([C:24]1[CH:33]=[CH:32][C:27]([C:28]([O:30][CH3:31])=[O:29])=[CH:26][CH:25]=1)[CH3:23]>>[Cl:1][C:2]1[CH:10]=[C:6]([C:7]([NH:21][C@H:22]([C:24]2[CH:33]=[CH:32][C:27]([C:28]([O:30][CH3:31])=[O:29])=[CH:26][CH:25]=2)[CH3:23])=[O:9])[C:5]([CH2:11][C:12]2[CH:17]=[CH:16][CH:15]=[C:14]([O:18][CH3:19])[CH:13]=2)=[N:4][CH:3]=1 |f:1.2|. Reported procedure: The title compound was prepared according to the procedure described in step 3 of Example 1 from 5-chloro-2-(3-methoxybenzyl)nicotinic acid (step 2) and methyl 4-[(1S)-1-aminoethyl]benzoate hydrochloride (step 3 of Example 5): 1H-NMR (CDCl3) δ 9.15 (1H, d, J=7.5 Hz), 8.63 (1H, d, J=2.4 Hz), 7.94–7.90 (3H, m), 7.49 (2H, d, J=8.4 Hz), 7.09 (1H, t, J=7.8 Hz), 6.74–6.63 (3H, m), 5.18–5.08 (1H, m), 4.17 (1H, d, J=13.8 Hz), 4.09 (1H, d, J=13.8 Hz), 3.85 (3H, s), 3.66 (3H, s), 1.41 (3H, d, J=7.0 Hz); M... Starting materials: CC(C)Cn1c(CCC2(C)OCCO2)nc2c(N)nc3ccccc3c21, Cl, [Na+], [OH-], O. The product is CC(=O)CCc1nc2c(N)nc3ccccc3c2n1CC(C)C. RXN SMILES: [CH3:2][CH:3]([CH2:4][n:5]1[c:6]([CH2:19][CH2:20][C:21]2([CH3:26])[O:22][CH2:25][CH2:24][O:23]2)[n:7][c:8]2[c:9]([NH2:18])[n:10][c:11]3[cH:12][cH:13][cH:14][cH:15][c:16]3[c:17]12)[CH3:27].[ClH:1].[Na+:29].[OH-:28].[OH2:30]>>[CH3:2][CH:3]([CH2:4][n:5]1[c:6]([CH2:19][CH2:20][C:21](=[O:22])[CH3:26])[n:7][c:8]2[c:9]([NH2:18])[n:10][c:11]3[cH:12][cH:13][cH:14][cH:15][c:16]3[c:17]12)[CH3:27]. The reactants are FC(S(=O)(=O)[O-])(F)F.FC([S+]1C2=C(C3=C1C=CC=C3)C=CC=C2)(F)F (S-(trifluoromethyl)dibenzothiophenium trifluoromethanesulfonate), FC(S(=O)(=O)OS(=O)(=O)C(F)(F)F)(F)F (Trifluoromethanesulfonic anhydride), [N+](=O)(O)[O-] (nitric acid), O=[N+]=O (nitronium). RXN SMILES: [F:1][C:2]([F:15])([F:14])[S:3]([O:6]S(C(F)(F)F)(=O)=O)(=[O:5])=[O:4].[N+:16]([O-:19])([OH:18])=O.[O:20]=[N+:21]=[O:22].FC(F)(F)S([O-])(=O)=O.[F:31][C:32]([F:47])([F:46])[S+:33]1[C:37]2[CH:38]=[CH:39][CH:40]=[CH:41][C:36]=2[C:35]2[CH:42]=[CH:43][CH:44]=[CH:45][C:34]1=2>C(OCC)C>[F:1][C:2]([F:15])([F:14])[S:3]([O-:6])(=[O:5])=[O:4].[N+:16]([C:43]1[CH:44]=[CH:45][C:34]2[S+:33]([C:32]([F:46])([F:31])[F:47])[C:37]3[CH:38]=[C:39]([N+:21]([O-:22])=[O:20])[CH:40]=[CH:41][C:36]=3[C:35]=2[CH:42]=1)([O-:19])=[O:18] |f:3.4,6.7|. Run in C(C)OCC (diethyl ether). The product is FC(S(=O)(=O)[O-])(F)F.[N+](=O)([O-])C1=CC2=C([S+](C3=C2C=CC(=C3)[N+](=O)[O-])C(F)(F)F)C=C1 (2,7-dinitro-S-(trifluoromethyl)dibenzothiophenium trifluoromethanesulfonate). Isolated yield 70.0%. Conditions: time 1 hour. Reported procedure: Trifluoromethanesulfonic anhydride 4.57 ml (27.2 mmol) was added to 0.94 ml (22.4 mmol) of 94% nitric acid and the mixture was stirred at room temperature for 1 hour to prepare nitronium trfluoromethanesulfonate. S-(trifluoromethyl)dibenzothiophenium trifluoromethanesulfonate 3.0 g (7.46 mmol) was added to the mixture and the reaction mixture was stirred for 2 day. Pale yellow crystals formed by addition of diethyl ether were collected by filtration and recrystallized from acetonitrile-diethyl e... The product is C(N)(=O)C1=CC(=C(C=C1)NC(=O)C1C(C2(C(N1)CC(C)(C)C)C(NC1=CC(=CC=C12)Cl)=O)C1=C(C(=CC=C1)Cl)F)F (rac-(2′S,3′R,4′S,5′R)-6-chloro-4′-(3-chloro-2-fluoro-phenyl)-2′-(2,2-dimethyl-propyl)-2-oxo-1,2-dihydro-spiro[indole-3,3′-pyrrolidine]-5′-carboxylic acid (4-carbamoyl-2-fluoro-phenyl)-amide), solid. Isolated yield 49.0%. Run in CS(=O)C (DMSO). Procedure details: To the solution of rac-(2′S,3′R,4′S,5′R)-6-chloro-4′-(3-chloro-2-fluoro-phenyl)-2′-(2,2-dimethyl-propyl)-2-oxo-1,2-dihydro-spiro[indole-3,3′-pyrrolidine]-5′-carboxylic acid (4-cyano-2-fluoro-phenyl)-amide (50 mg, 0.086 mmol) in DMSO (1 mL) at 0° C. was added an aqueous solution (30% Aldrich) of H2O2 (0.15 g, 1.3 mmol), then aqueous solution (1N) of NaOH (0.4 mL, 0.4 mmol) was added dropwise. The reaction mixture was stirred at 0° C. for 1 h. The mixture was partitioned between ethyl acetate and ... Reactants: C(#N)C1=CC(=C(C=C1)NC(=O)C1C(C2(C(N1)CC(C)(C)C)C(NC1=CC(=CC=C12)Cl)=O)C1=C(C(=CC=C1)Cl)F)F (rac-(2′S,3′R,4′S,5′R)-6-chloro-4′-(3-chloro-2-fluoro-phenyl)-2′-(2,2-dimethyl-propyl)-2-oxo-1,2-dihydro-spiro[indole-3,3′-pyrrolidine]-5′-carboxylic acid (4-cyano-2-fluoro-phenyl)-amide), OO (H2O2), [OH-].[Na+] (NaOH). As a reaction SMILES: [C:1]([C:3]1[CH:8]=[CH:7][C:6]([NH:9][C:10]([CH:12]2[NH:16][CH:15]([CH2:17][C:18]([CH3:21])([CH3:20])[CH3:19])[C:14]3([C:29]4[C:24](=[CH:25][C:26]([Cl:30])=[CH:27][CH:28]=4)[NH:23][C:22]3=[O:31])[CH:13]2[C:32]2[CH:37]=[CH:36][CH:35]=[C:34]([Cl:38])[C:33]=2[F:39])=[O:11])=[C:5]([F:40])[CH:4]=1)#[N:2].[OH:41]O.[OH-].[Na+]>CS(C)=O>[C:1]([C:3]1[CH:8]=[CH:7][C:6]([NH:9][C:10]([CH:12]2[NH:16][CH:15]([CH2:17][C:18]([CH3:21])([CH3:20])[CH3:19])[C:14]3([C:29]4[C:24](=[CH:25][C:26]([Cl:30])=[CH:27][CH:28]=4)[NH:23][C:22]3=[O:31])[CH:13]2[C:32]2[CH:37]=[CH:36][CH:35]=[C:34]([Cl:38])[C:33]=2[F:39])=[O:11])=[C:5]([F:40])[CH:4]=1)(=[O:41])[NH2:2] |f:2.3|. Run at temperature 0 celsius, time 1 hour.